This data is from the Open Reaction Database (ORD), a public repository of structured organic reaction records. The task is: describe an organic reaction: reactants, conditions, products, and yield The reactants are BrC1=C(C=C(C=C1)C1N=CC(C1)(C(F)(F)F)C1=CC(=CC(=C1)Cl)Cl)C (2-(4-bromo-3-methyl-phenyl)-4-(3,5-dichloro-phenyl)-4-trifluoromethyl-3,4-dihydro-2H-pyrrole), C(C)O (ethanol), [C]=O (carbon monoxide), C(C)(=O)[O-].[Na+] (sodium acetate). The reagents and catalysts are C1=CC=C(C=C1)P([C-]2C=CC=C2)C3=CC=CC=C3.C1=CC=C(C=C1)P([C-]2C=CC=C2)C3=CC=CC=C3.Cl[Pd]Cl.[Fe+2] ([1,1′-bis(diphenylphosphino)-ferrocene]dichloropalladium(II)). The solvent is CN(C=O)C (dimethylformamide). Yields the product C(C)OC(C1=C(C=C(C=C1)C1N=CC(C1)(C(F)(F)F)C1=CC(=CC(=C1)Cl)Cl)C)=O (4-[4-(3,5-dichloro-phenyl)-4-trifluoromethyl-3,4-dihydro-2H-pyrrol-2-yl]-2-methyl-benzoic acid ethyl ester). As a reaction SMILES: Br[C:2]1[CH:7]=[CH:6][C:5]([CH:8]2[CH2:12][C:11]([C:17]3[CH:22]=[C:21]([Cl:23])[CH:20]=[C:19]([Cl:24])[CH:18]=3)([C:13]([F:16])([F:15])[F:14])[CH:10]=[N:9]2)=[CH:4][C:3]=1[CH3:25].[C:26]([O-:29])(=[O:28])C.[Na+].[C]=O.[CH2:33](O)[CH3:34]>CN(C)C=O.C1C=CC(P(C2C=CC=CC=2)[C-]2C=CC=C2)=CC=1.C1C=CC(P(C2C=CC=CC=2)[C-]2C=CC=C2)=CC=1.Cl[Pd]Cl.[Fe+2]>[CH2:33]([O:29][C:26](=[O:28])[C:2]1[CH:7]=[CH:6][C:5]([CH:8]2[CH2:12][C:11]([C:17]3[CH:22]=[C:21]([Cl:23])[CH:20]=[C:19]([Cl:24])[CH:18]=3)([C:13]([F:14])([F:16])[F:15])[CH:10]=[N:9]2)=[CH:4][C:3]=1[CH3:25])[CH3:34] |f:1.2,6.7.8.9,^3:30|. Procedure: To a solution of 2-(4-bromo-3-methyl-phenyl)-4-(3,5-dichloro-phenyl)-4-trifluoromethyl-3,4-dihydro-2H-pyrrole (Example 10.4) (7.0 g) in a mixture of ethanol (60 ml) and dimethylformamide (20 ml), was added [1,1′-bis(diphenylphosphino)-ferrocene]dichloropalladium(II) (“PdCl2(dppf)”) (0.8 g) and sodium acetate (1.4 g) at ambient temperature. The reaction mixture was stirred in a pressure reactor in an atmosphere of carbon monoxide (6 bar) at 85° C. for 16 hours. The reaction mixture was cooled to ... Reactants: C(C1=CC=CC=C1)OCCOC=1C=C(C=CC1OC)C1CCNC(O1)=O (6-[3-(2-benzyloxyethoxy)-4-methoxyphenyl]-3,4,5,6-tetrahydro-2H-1,3-oxazin-2-one), CC(C#N)(C(C1=CC(=C(C=C1)OC)OC1CC2=CC=CC=C2C1)O)C (2,2-dimethyl-3-hydroxy-3-[3-(2-indanyloxy)-4-methoxyphenyl]propiononitrile). The product is CC1(CNC(OC1C1=CC(=C(C=C1)OC)OC1CC2=CC=CC=C2C1)=O)C (5,5-dimethyl-6-[3-(2-indanyloxy)-4-methoxyphenyl]-3,4,5,6-tetrahydro-2H-1,3-oxazin-2-one). Yield: 75.9%. RXN SMILES: [CH2:1]([O:8]CCOC1C=C(C2OC(=O)NCC2)C=CC=1OC)C1C=CC=CC=1.[CH3:27][C:28]([CH3:51])([CH:31]([OH:50])[C:32]1[CH:37]=[CH:36][C:35]([O:38][CH3:39])=[C:34]([O:40][CH:41]2[CH2:49][C:48]3[C:43](=[CH:44][CH:45]=[CH:46][CH:47]=3)[CH2:42]2)[CH:33]=1)[C:29]#[N:30]>>[CH3:27][C:28]1([CH3:51])[CH:31]([C:32]2[CH:37]=[CH:36][C:35]([O:38][CH3:39])=[C:34]([O:40][CH:41]3[CH2:49][C:48]4[C:43](=[CH:44][CH:45]=[CH:46][CH:47]=4)[CH2:42]3)[CH:33]=2)[O:50][C:1](=[O:8])[NH:30][CH2:29]1. Procedure: According to the same procedure as in Example 1(2) to (3), using 2,2-dimethyl-3-hydroxy-3-[3-(2-indanyloxy)-4-methoxyphenyl]propiononitrile instead of 3-(3,4-dimethoxyphenyl)-3-hydroxypropiononitrile, the above-described compound (yield 75.9%) was obtained as an off white solid. Reaction SMILES: [Br:27][c:28]1[c:29]([F:39])[cH:30][c:31]([F:38])[c:32]([S:34](=[O:35])(=[O:36])[NH2:37])[cH:33]1.[CH3:1][c:2]1[cH:3][c:4](-[c:17]2[cH:18][cH:19][c:20]([C:23]([F:24])([F:25])[F:26])[cH:21][cH:22]2)[cH:5][c:6](-[c:8]2[cH:9][c:10]([B:14]([OH:15])[OH:16])[cH:11][cH:12][cH:13]2)[n:7]1>>[CH3:1][c:2]1[cH:3][c:4](-[c:17]2[cH:18][cH:19][c:20]([C:23]([F:24])([F:25])[F:26])[cH:21][cH:22]2)[cH:5][c:6](-[c:8]2[cH:9][c:10](-[c:28]3[c:29]([F:39])[cH:30][c:31]([F:38])[c:32]([S:34](=[O:35])(=[O:36])[NH2:37])[cH:33]3)[cH:11][cH:12][cH:13]2)[n:7]1. Product: Cc1cc(-c2ccc(C(F)(F)F)cc2)cc(-c2cccc(-c3cc(S(N)(=O)=O)c(F)cc3F)c2)n1. The reactants are NS(=O)(=O)c1cc(Br)c(F)cc1F, Cc1cc(-c2ccc(C(F)(F)F)cc2)cc(-c2cccc(B(O)O)c2)n1. Reactants: ClCCl, C(=NC1CCCCC1)=NC1CCCCC1, Cl, O=C(O)CCCN1CCCCC1, CCCCCC(C)C(C)c1cc(O)c2c(c1)OC(C)(C)C1=C2CN(CC(=O)NC(N)=O)CC1. Product: Cl, CCCCCC(C)C(C)c1cc(OC(=O)CCCN2CCCCC2)c2c(c1)OC(C)(C)C1=C2CN(CC(=O)NC(N)=O)CC1. RXN SMILES: [CH2:62]([Cl:63])[Cl:64].[CH:47]1([N:48]=[C:49]=[N:50][CH:51]2[CH2:52][CH2:53][CH2:54][CH2:55][CH2:56]2)[CH2:57][CH2:58][CH2:59][CH2:60][CH2:61]1.[ClH:34].[N:35]1([CH2:41][CH2:42][CH2:43][C:44](=[O:45])[OH:46])[CH2:36][CH2:37][CH2:38][CH2:39][CH2:40]1.[OH:1][c:2]1[cH:3][c:4]([CH:25]([CH:26]([CH2:27][CH2:28][CH2:29][CH2:30][CH3:31])[CH3:32])[CH3:33])[cH:5][c:6]2[c:7]1[C:8]1=[C:13]([CH2:12][CH2:11][N:10]([CH2:18][C:19](=[O:20])[NH:21][C:22](=[O:23])[NH2:24])[CH2:9]1)[C:14]([CH3:16])([CH3:17])[O:15]2>>[ClH:34].[O:1]([c:2]1[cH:3][c:4]([CH:25]([CH:26]([CH2:27][CH2:28][CH2:29][CH2:30][CH3:31])[CH3:32])[CH3:33])[cH:5][c:6]2[c:7]1[C:8]1=[C:13]([CH2:12][CH2:11][N:10]([CH2:18][C:19](=[O:20])[NH:21][C:22](=[O:23])[NH2:24])[CH2:9]1)[C:14]([CH3:16])([CH3:17])[O:15]2)[C:44]([CH2:43][CH2:42][CH2:41][N:35]1[CH2:36][CH2:37][CH2:38][CH2:39][CH2:40]1)=[O:45]. Reactants: C(=C)C=1CC(CCC1)CC=1N=CNC1 (4-(3-vinyl-cyclohex-3-enylmethyl)-1H-imidazole), NN.O (H2NNH2.H2O), OO (H2O2). The solvent is C(C)O (ethanol). Reaction conditions: temperature 0 celsius, time 6 hour. Product: C(C)C=1CC(CCC1)CC=1NC(NC1)=O (4-(3-ethyl-cyclohex-3-enylmethyl)-1,3-dihydro-imidazol-2-one). RXN SMILES: [CH:1]([C:3]1[CH2:4][CH:5]([CH2:9][C:10]2[N:11]=[CH:12][NH:13][CH:14]=2)[CH2:6][CH2:7][CH:8]=1)=[CH2:2].NN.[OH2:17].OO>C(O)C>[CH2:1]([C:3]1[CH2:4][CH:5]([CH2:9][C:10]2[NH:11][C:12](=[O:17])[NH:13][CH:14]=2)[CH2:6][CH2:7][CH:8]=1)[CH3:2] |f:1.2|. Procedure: A mixture of NiCl2 (0.364 g, 2.81 mmol) in EtOH (20 mL) was reacted with NaBH4 (0.053 mg, 1.40 mmol) at rt for 15 m after saturation of the solution with hydrogen gas. Ethylene diamine (0.17 g, 2.81 mmol) was added followed by the alkynyl imidazol (Intermediate R15, 0.26 g, 1.40 mmol) at rt for 45 m under an atmosphere of hydrogen gas. The mixture was filtered, diluted with chloroform and subjected to an aqueous work-up. The residue was purified by chromatography on SiO2 to give 4-(3-vinyl-cyclo... Reactants: Br, CO, CC(C)(Cn1c(N)nc2c(Cl)nc3ccccc3c21)NS(C)(=O)=O, N. The product is CC(C)(Cn1c(N)nc2c(N)nc3ccccc3c21)NS(C)(=O)=O. Reaction SMILES: [BrH:1].[CH3:27][OH:28].[NH2:2][c:3]1[n:4]([CH2:17][C:18]([CH3:19])([CH3:20])[NH:21][S:22](=[O:23])(=[O:24])[CH3:25])[c:5]2[c:6]([c:7]([Cl:15])[n:8][c:9]3[cH:10][cH:11][cH:12][cH:13][c:14]23)[n:16]1.[NH3:26]>>[NH2:2][c:3]1[n:4]([CH2:17][C:18]([CH3:19])([CH3:20])[NH:21][S:22](=[O:23])(=[O:24])[CH3:25])[c:5]2[c:6]([c:7]([NH2:26])[n:8][c:9]3[cH:10][cH:11][cH:12][cH:13][c:14]23)[n:16]1. Starting materials: [H-].[Al+3].[Li+].[H-].[H-].[H-] (lithium aluminum hydride), Cl (hydrogen chloride), S1C=2N(CC1)CC(N2)C=2C=C(NC=O)C=CC2 (3'-(2,3,5,6-tetrahydroimidazo[2,1-b]thiazol-6-yl)formanilide), [OH-].[Na+] (sodium hydroxide). The solvent is CO (methanol), CO (methanol), O1CCCC1 (tetrahydrofuran), O (water). Reaction conditions: time 30 minute. Product: Cl.Cl.CNC=1C=C(C=CC1)C1N=C2SCCN2C1 (2,3,5,6-Tetrahydro-6-(m-methylaminophenyl)imidazo[2,1-b]thiazole Dihydrochloride). Isolated yield 67.0%. As a reaction SMILES: [H-].[Al+3].[Li+].[H-].[H-].[H-].[S:7]1[CH2:11][CH2:10][N:9]2[CH2:12][CH:13]([C:15]3[CH:16]=[C:17]([CH:21]=[CH:22][CH:23]=3)[NH:18][CH:19]=O)[N:14]=[C:8]12.[OH-].[Na+].[ClH:26]>CO.O.O1CCCC1>[ClH:26].[ClH:26].[CH3:19][NH:18][C:17]1[CH:16]=[C:15]([CH:13]2[CH2:12][N:9]3[C:8]([S:7][CH2:11][CH2:10]3)=[N:14]2)[CH:23]=[CH:22][CH:21]=1 |f:0.1.2.3.4.5,7.8,13.14.15|. Procedure details: To a stirred slurry of 1.15 g. (0.030 mole) of lithium aluminum hydride in 80 ml. of dry tetrahydrofuran is added 5.00 g. (0.0203 mole) of 3'-(2,3,5,6-tetrahydroimidazo[2,1-b]thiazol-6-yl)formanilide (Example 12) at a rate sufficient to keep the temperature at 40°-45° C. The reaction mixture is then stirred at room temperature for 3 hours and at 40°-50° C. for 30 minutes. After cooling the reaction, 1.8 ml. of water is cautiously added dropwise and then 2 ml. of 15% aqueous sodium hydroxide. The...